This data is from the Open Reaction Database (ORD), a public repository of structured organic reaction records. The task is: describe an organic reaction: reactants, conditions, products, and yield Reactants: [H-].[H-].[H-].[H-].[Li+].[Al+3] (LiAlH4), FC(C=1C=C(CN2N=NC(=C2C2=CC=NC=C2)C2=NC=CC=C2C(=O)C2=C(C=CC=C2)Cl)C=C(C1)C(F)(F)F)(F)F ({2-[1-(3,5-bis-trifluoromethyl-benzyl)-5-pyridin-4-yl-1H-[1,2,3]triazol-4-yl]-pyridin-3-yl}-(2-chloro-phenyl)-methanone), O (water). The solvent is C1CCOC1 (THF). Reaction conditions: time 15 minute. Yields the product FC(C=1C=C(CN2N=NC(=C2C2=CC=NC=C2)C2=NC=CC=C2C(O)C2=C(C=CC=C2)Cl)C=C(C1)C(F)(F)F)(F)F ({2-[1-(3,5-bis-trifluoromethyl-benzyl)-5-pyridin-4-yl-1H-[1,2,3]triazol-4-yl]-pyridin-3-yl}-(2-chloro-phenyl)-methanol). Yield: 68.6%. As a reaction SMILES: [H-].[H-].[H-].[H-].[Li+].[Al+3].[F:7][C:8]([F:47])([F:46])[C:9]1[CH:10]=[C:11]([CH:39]=[C:40]([C:42]([F:45])([F:44])[F:43])[CH:41]=1)[CH2:12][N:13]1[C:17]([C:18]2[CH:23]=[CH:22][N:21]=[CH:20][CH:19]=2)=[C:16]([C:24]2[C:29]([C:30]([C:32]3[CH:37]=[CH:36][CH:35]=[CH:34][C:33]=3[Cl:38])=[O:31])=[CH:28][CH:27]=[CH:26][N:25]=2)[N:15]=[N:14]1.O>C1COCC1>[F:47][C:8]([F:7])([F:46])[C:9]1[CH:10]=[C:11]([CH:39]=[C:40]([C:42]([F:43])([F:45])[F:44])[CH:41]=1)[CH2:12][N:13]1[C:17]([C:18]2[CH:23]=[CH:22][N:21]=[CH:20][CH:19]=2)=[C:16]([C:24]2[C:29]([CH:30]([C:32]3[CH:37]=[CH:36][CH:35]=[CH:34][C:33]=3[Cl:38])[OH:31])=[CH:28][CH:27]=[CH:26][N:25]=2)[N:15]=[N:14]1 |f:0.1.2.3.4.5|. Procedure: Add LiAlH4 (2.6 mL, 2.6 mmol, 1.0 M in THF) dropwise to a stirred solution of {2-[1-(3,5-bis-trifluoromethyl-benzyl)-5-pyridin-4-yl-1H-[1,2,3]triazol-4-yl]-pyridin-3-yl}-(2-chloro-phenyl)-methanone (1.28 g, 2.18 mmol) in THF (20 mL, anhydrous) at RT. After 15 min, add water (2.6 mL) dropwise with rapid stirring to quench. Add 1N NaOH solution (2.6 mL) dropwise, followed by dropwise addition of water (7.8 mL). Filter out solids and rinse with THF. Concentrate, dissolve in CH2Cl2, wash with satura... Starting materials: ClC1=C(C=C(C=C1)C1CCNCC1)C(F)(F)F (4-(4-Chloro-3-trifluoromethyl-phenyl)-piperidine), C(CC)I (1-propyliodide). Product: ClC1=C(C=C(C=C1)C1CCN(CC1)CCC)C(F)(F)F (4-(4-Chloro-3-trifluoromethyl-phenyl)-1-propyl-piperidine). Reaction SMILES: [Cl:1][C:2]1[CH:7]=[CH:6][C:5]([CH:8]2[CH2:13][CH2:12][NH:11][CH2:10][CH2:9]2)=[CH:4][C:3]=1[C:14]([F:17])([F:16])[F:15].[CH2:18](I)[CH2:19][CH3:20]>>[Cl:1][C:2]1[CH:7]=[CH:6][C:5]([CH:8]2[CH2:13][CH2:12][N:11]([CH2:18][CH2:19][CH3:20])[CH2:10][CH2:9]2)=[CH:4][C:3]=1[C:14]([F:17])([F:15])[F:16]. Procedure details: Beginning with 4-(4-Chloro-3-trifluoromethyl-phenyl)-piperidine and 1-propyliodide, the title compound was re-covered by the procedure described in Example 2. m.p. 218-220° C. (HCl), MS m/z (rel. intensity, 70 eV) 305 (M+, 4), 278 (35), 277 (13), 276 (bp), 70 (40). The reactants are C(C1=CC=CC=C1)(=O)[O-].[Na+] (sodium benzoate), Br (hydrogen bromide), C(C)(=O)Br (acetyl bromide), C(C1=CC=CC=C1)(=O)OC[C@@H]1[C@H]([C@H]([C@@H](O1)N1C(=O)NC(=O)C=C1)Br)OS(=O)(=O)C (5'-O-benzoyl-2'-bromo-2'-deoxy-3'-O-mesyluridine), [C@@H]1([C@H](O)[C@H](O)[C@@H](CO)O1)N1C(=O)NC(=O)C=C1 (uridine), CS(=O)(=O)Cl (methanesulfonyl chloride), CS(=O)(=O)O[C@H]1[C@@H](O[C@@H]([C@H]1OS(=O)(=O)C)COS(=O)(=O)C)N1C(=O)NC(=O)C=C1 (2',3',5'-tri-O-methanesulfonyluridine). Reagents/catalysts: [Ni] (Raney nickel), [C].[Pd] (palladium carbon). The solvent is C(C)O (ethanol), C(C)(=O)N (acetamide), CN(C=O)C (dimethylformamide), 2,2'-anhydro-1-(5'-O-benzoyl-3'-O-mesyl-β-arabinosyl)uracil, N1=CC=CC=C1 (pyridine). Product: C(C1=CC=CC=C1)(=O)OC[C@@H]1CC[C@@H](O1)N1C(=O)NC(=O)C=C1 (5'-O-benzoyl-2',3'-dideoxy-uridine). The yield is 60.0%. As a reaction SMILES: [C@@H]1(N2C=CC(=O)NC2=O)O[C@H](CO)[C@@H](O)[C@H]1O.CS(Cl)(=O)=O.CS(O[C@@H]1[C@H](OS(C)(=O)=O)[C@@H](COS(C)(=O)=O)O[C@H]1N1C=CC(=O)NC1=O)(=O)=O.C([O-])(=O)C1C=CC=CC=1.[Na+].Br.C(Br)(=O)C.[C:67]([O:75][CH2:76][C@H:77]1[O:81][C@@H:80]([N:82]2[CH:89]=[CH:88][C:86](=[O:87])[NH:85][C:83]2=[O:84])[C@H:79](Br)[C@@H:78]1OS(C)(=O)=O)(=[O:74])[C:68]1[CH:73]=[CH:72][CH:71]=[CH:70][CH:69]=1>N1C=CC=CC=1.C(N)(=O)C.CN(C)C=O.[Ni].C(O)C.[C].[Pd]>[C:67]([O:75][CH2:76][C@H:77]1[O:81][C@@H:80]([N:82]2[CH:89]=[CH:88][C:86](=[O:87])[NH:85][C:83]2=[O:84])[CH2:79][CH2:78]1)(=[O:74])[C:68]1[CH:73]=[CH:72][CH:71]=[CH:70][CH:69]=1 |f:3.4,13.14|. Procedure: Moreover, 2',3'-dideoxy-uridine or the derivatives thereof being the raw materials can be obtained easily from uridine being a constituting ingredient of ribonucleic acid by known method. For example, in the method described in Chem. Pharm. Bull., 18(3), 554-560, 1970, uridine is treated with methanesulfonyl chloride in pyridine solvent to convert to 2',3',5'-tri-O-methanesulfonyluridine and, by allowing this to react with sodium benzoate in acetamide or dimethylformamide solvent, 2,2'-anhydro-1... Starting materials: C(C(O)CC#N)#N (malonitrile), C(C)(=O)O (acetic acid), NC1=C(C=CC=C1)S (o-amino thio-phenol). The solvent is C(C)(=O)OCC (ethyl acetate), C(C)O (ethanol). Run at time 16 hour. The product is S1C(=NC2=C1C=CC=C2)CC#N (2-benzothiazoleacetonitrile). RXN SMILES: C(#N)[CH:2]([CH2:4][C:5]#[N:6])O.C(O)(=O)C.[NH2:12][C:13]1[CH:18]=[CH:17][CH:16]=[CH:15][C:14]=1[SH:19]>C(O)C.C(OCC)(=O)C>[S:19]1[C:14]2[CH:15]=[CH:16][CH:17]=[CH:18][C:13]=2[N:12]=[C:2]1[CH2:4][C:5]#[N:6]. Reported procedure: To a solution of malonitrile (6.61 g) and acetic acid (60 ml) in ethanol (100 ml) was added o-amino thio-phenol (7 ml) and the reaction was conducted at room temperature for 16 hours. This reaction mixture was diluted with ethyl acetate (200 ml) and washed with 5% aqueous sodium chloride solution. The organic layer was further washed with 3N NaOH (200 ml) and saturated NaCl solution (200 ml) and dried and the solvent was distilled off under reduced pressure. The residue was crystallized from IPE... Starting materials: BrCC(=O)O (bromoacetic acid), SC=1SC(=NN1)S (2,5-dimercapto-1,3,4-thiadiazole), [OH-].[K+] (potassium hydroxide). The solvent is O (water), O (water). Conditions: temperature 60 celsius, time 1 hour. Product: C(=O)(O)CSC=1SC(=NN1)S (2-Carboxymethylthio-5-Mercapto-1,3,4-Thiadiazole). The yield is 86.6%. Reaction SMILES: [SH:1][C:2]1[S:3][C:4]([SH:7])=[N:5][N:6]=1.[OH-].[K+].Br[CH2:11][C:12]([OH:14])=[O:13]>O>[C:12]([CH2:11][S:1][C:2]1[S:3][C:4]([SH:7])=[N:5][N:6]=1)([OH:14])=[O:13] |f:1.2|. Reported procedure: In 200 ml of water were dissolved 15.0 g of 2,5-dimercapto-1,3,4-thiadiazole and 69 g of potassium hydroxide, and a solution of 13.9 g of bromoacetic acid in 30 ml of water was added thereto dropwise at room temperature. After the addition, the mixture was stirred at 60° C. for 1 hour, followed by allowing to cool to room temperature. The precipitated crystals were filtered and washed with water to obtain 18 g of the desired compound. Melting point: 161°-167° C.